This data is from the Open Reaction Database (ORD), a public repository of structured organic reaction records. The task is: describe an organic reaction: reactants, conditions, products, and yield Starting materials: BrCC(=O)O (Bromo-acetic acid), [N+](=O)([O-])C=1C=NNC1 (4-nitro-1H-pyrazole), C([O-])([O-])=O.[K+].[K+] (potassium carbonate). Solvent: O1CCCC1 (tetrahydrofuran). Product: [N+](=O)([O-])C=1C=NN(C1)CC(=O)O ((4-nitro-pyrazol-1-yl)-acetic acid). Isolated yield 77.9%. RXN SMILES: Br[CH2:2][C:3]([OH:5])=[O:4].[N+:6]([C:9]1[CH:10]=[N:11][NH:12][CH:13]=1)([O-:8])=[O:7].C(=O)([O-])[O-].[K+].[K+]>O1CCCC1>[N+:6]([C:9]1[CH:10]=[N:11][N:12]([CH2:2][C:3]([OH:5])=[O:4])[CH:13]=1)([O-:8])=[O:7] |f:2.3.4|. Procedure details: Bromo-acetic acid (1.23 g, 8.84 mmol, 2.0 eq) is added at room temperature to a stirred solution of 4-nitro-1H-pyrazole (500 mg, 4.42 mmol, 1.0 eq) in tetrahydrofuran (50 mL), followed by potassium carbonate (6.15 g, 44.2 mmol, 10.0 eq). The reaction mixture is heated under reflux for 2 hours, solvent is then evaporated, the residue is extracted with ethyl acetate (3×40 mL) and water (40 mL), and the pH is adjusted to 4 by the addition of a 0.1N hydrochloric acid aqueous solution. The combined o...